Dataset: the Open Reaction Database (ORD), a public repository of structured organic reaction records. Task: describe an organic reaction: reactants, conditions, products, and yield Reactants: BrC=1C=C(C(NC1)=O)OCCCOC (5-bromo-3-(3-methoxy-propoxy)-1H-pyridin-2-one), IC (iodomethane). Reagents/catalysts: C([O-])([O-])=O.[Ag+2] (silver carbonate). Solvent: C1=CC=CC=C1 (benzene). Run at temperature 45 celsius, time 24 hour. The product is BrC=1C=C(C(=NC1)OC)OCCCOC (5-Bromo-2-methoxy-3-(3-methoxy-propoxy)-pyridine), SiO2. RXN SMILES: [Br:1][C:2]1[CH:3]=[C:4]([O:9][CH2:10][CH2:11][CH2:12][O:13][CH3:14])[C:5](=[O:8])[NH:6][CH:7]=1.I[CH3:16]>C1C=CC=CC=1.C(=O)([O-])[O-].[Ag+2]>[Br:1][C:2]1[CH:3]=[C:4]([O:9][CH2:10][CH2:11][CH2:12][O:13][CH3:14])[C:5]([O:8][CH3:16])=[N:6][CH:7]=1 |f:3.4|. Procedure: A mixture of 21 mmol 5-bromo-3-(3-methoxy-propoxy)-1H-pyridin-2-one, 14 mmol silver carbonate and 25 mmol iodomethane in 35 ml of benzene are stirred at 40-50° C. for 24 hours with exclusion of light. The mixture is cooled in an ice bath and the silver salts are removed by filtration. The filtrate is washed with 2% aqueous sodium hydrogencarbonate solution and with water (2×). The organic layer is dried over sodium sulphate, filtered and concentrated. The title compound is obtained from the resi...